Dataset: the Open Reaction Database (ORD), a public repository of structured organic reaction records. Task: describe an organic reaction: reactants, conditions, products, and yield Starting materials: CCN=C=NCCCN(C)C, ClCCl, CCCCC(N)C(O)C(=O)NC(C)(C)C, CCOC(C)=O, O=C(NC1(C(=O)O)CCCCC1)N1CCOCC1, On1nnc2ccccc21. The product is CCCCC(NC(=O)C1(NC(=O)N2CCOCC2)CCCCC1)C(O)C(=O)NC(C)(C)C. As a reaction SMILES: [CH2:44]([N:45]=[C:46]=[N:47][CH2:48][CH2:49][CH2:50][N:51]([CH3:52])[CH3:53])[CH3:54].[CH2:55]([Cl:56])[Cl:57].[CH3:19][C:20]([CH3:21])([CH3:22])[NH:23][C:24]([CH:25]([CH:26]([CH2:27][CH2:28][CH2:29][CH3:30])[NH2:31])[OH:32])=[O:33].[CH3:58][CH2:59][O:60][C:61](=[O:62])[CH3:63].[O:1]1[CH2:2][CH2:3][N:4]([C:7](=[O:8])[NH:9][C:10]2([C:16](=[O:17])[OH:18])[CH2:11][CH2:12][CH2:13][CH2:14][CH2:15]2)[CH2:5][CH2:6]1.[OH:34][n:35]1[c:36]2[cH:37][cH:38][cH:39][cH:40][c:41]2[n:42][n:43]1>>[O:1]1[CH2:2][CH2:3][N:4]([C:7](=[O:8])[NH:9][C:10]2([C:16](=[O:18])[NH:31][CH:26]([CH:25]([C:24]([NH:23][C:20]([CH3:19])([CH3:21])[CH3:22])=[O:33])[OH:32])[CH2:27][CH2:28][CH2:29][CH3:30])[CH2:11][CH2:12][CH2:13][CH2:14][CH2:15]2)[CH2:5][CH2:6]1. Starting materials: C(C)N(C1=CC(=C(C=C1)NC(C1=CC(C(=O)N(CCN2CCOCC2)C)=CC=C1)=O)C1=NC=CC(=C1)C(N[C@H]1CCCC2=CC=CC=C12)=O)CC ((S)—N1-(4-(diethylamino)-2-(4-((1,2,3,4-tetrahydronaphthalen-1-yl)carbamoyl)pyridin-2-yl)phenyl)-N3-methyl-N3-(2-morpholinoethyl)isophthalamide), CNCCO (2-(methylamino)ethanol). Product: C(C)N(C1=CC(=C(C=C1)NC(C1=CC(C(=O)N(C)CCO)=CC=C1)=O)C1=NC=CC(=C1)C(N[C@H]1CCCC2=CC=CC=C12)=O)CC ((S)—N1-(4-(diethylamino)-2-(4-((1,2,3,4-tetrahydronaphthalen-1-yl)carbamoyl)pyridin-2-yl)phenyl)-N3-(2-hydroxyethyl)-N3-methylisophthalamide). RXN SMILES: [CH2:1]([N:3]([CH2:50][CH3:51])[C:4]1[CH:9]=[CH:8][C:7]([NH:10][C:11](=[O:30])[C:12]2[CH:29]=[CH:28][CH:27]=[C:14]([C:15]([N:17]([CH3:26])CCN3CCOCC3)=[O:16])[CH:13]=2)=[C:6]([C:31]2[CH:36]=[C:35]([C:37](=[O:49])[NH:38][C@@H:39]3[C:48]4[C:43](=[CH:44][CH:45]=[CH:46][CH:47]=4)[CH2:42][CH2:41][CH2:40]3)[CH:34]=[CH:33][N:32]=2)[CH:5]=1)[CH3:2].CN[CH2:54][CH2:55][OH:56]>>[CH2:1]([N:3]([CH2:50][CH3:51])[C:4]1[CH:9]=[CH:8][C:7]([NH:10][C:11](=[O:30])[C:12]2[CH:29]=[CH:28][CH:27]=[C:14]([C:15]([N:17]([CH2:54][CH2:55][OH:56])[CH3:26])=[O:16])[CH:13]=2)=[C:6]([C:31]2[CH:36]=[C:35]([C:37](=[O:49])[NH:38][C@@H:39]3[C:48]4[C:43](=[CH:44][CH:45]=[CH:46][CH:47]=4)[CH2:42][CH2:41][CH2:40]3)[CH:34]=[CH:33][N:32]=2)[CH:5]=1)[CH3:2]. Procedure details: This compound was prepared according to the procedure described for the synthesis of (S)—N1-(4-(diethylamino)-2-(4-((1,2,3,4-tetrahydronaphthalen-1-yl)carbamoyl)pyridin-2-yl)phenyl)-N3-methyl-N3-(2-morpholinoethyl)isophthalamide Example 131, using 2-(methylamino)ethanol in place of N-methyl-2-morpholinoethanamine. MS (ES, m/z): 620.32 [M+H]+. As a reaction SMILES: [C:1]([CH3:2])([CH3:3])([CH3:4])[O:5][C:6](=[O:7])[NH:8][CH2:9][CH:10]([C:11](=[O:12])[OH:13])[NH:14][C:15]([O:17][CH2:16][c:18]1[cH:19][cH:20][cH:21][cH:22][cH:23]1)=[O:24].[CH3:25][OH:26]>>[C:1]([CH3:2])([CH3:3])([CH3:4])[O:5][C:6](=[O:7])[NH:8][CH2:9][CH:10]([C:11](=[O:12])[OH:13])[NH:14][C:15](=[O:17])[CH3:25]. The reactants are CC(C)(C)OC(=O)NCC(NC(=O)OCc1ccccc1)C(=O)O, CO. Product: CC(=O)NC(CNC(=O)OC(C)(C)C)C(=O)O. The reactants are C(C)(=O)OC[C@]1([C@H]([C@H](C(OC(C)=O)O1)OC(C)=O)OCC1=CC=CC=C1)COCC1=CC=CC=C1 (4-C-(Acetoxymethyl)-1,2-di-O-acetyl-3,5-di-O-benzyl-D-ribofuranose), N1C(=O)NC(=O)C(C)=C1 (thymine), N,O-bis(trimethylsilyl)-acetamide, O(S(=O)(=O)C(F)(F)F)[Si](C)(C)C (Trimethylsilyl triflate). Run in C(C)#N (acetonitrile). Conditions: temperature 0 celsius. Yields the product C(C)(=O)OC[C@]1([C@H]([C@H]([C@@H](O1)N1C(=O)NC(=O)C(C)=C1)OC(C)=O)OCC1=CC=CC=C1)COCC1=CC=CC=C1 (1-(4-C-(Acetoxymethyl)-2-O-acetyl-3,5-di-O-benzyl-β-D-ribofuranosyl)thymine), material. Yield: 76.0%. RXN SMILES: [C:1]([O:4][CH2:5][C@:6]1([CH2:27][O:28][CH2:29][C:30]2[CH:35]=[CH:34][CH:33]=[CH:32][CH:31]=2)[O:14][CH:9](OC(=O)C)[C@H:8]([O:15][C:16](=[O:18])[CH3:17])[C@@H:7]1[O:19][CH2:20][C:21]1[CH:26]=[CH:25][CH:24]=[CH:23][CH:22]=1)(=[O:3])[CH3:2].[NH:36]1[CH:44]=[C:42]([CH3:43])[C:40](=[O:41])[NH:39][C:37]1=[O:38].O([Si](C)(C)C)S(C(F)(F)F)(=O)=O>C(#N)C>[C:1]([O:4][CH2:5][C@:6]1([CH2:27][O:28][CH2:29][C:30]2[CH:35]=[CH:34][CH:33]=[CH:32][CH:31]=2)[O:14][C@@H:9]([N:36]2[CH:44]=[C:42]([CH3:43])[C:40](=[O:41])[NH:39][C:37]2=[O:38])[C@H:8]([O:15][C:16](=[O:18])[CH3:17])[C@@H:7]1[O:19][CH2:20][C:21]1[CH:22]=[CH:23][CH:24]=[CH:25][CH:26]=1)(=[O:3])[CH3:2]. Procedure: To a stirred solution of the anomeric mixture 33 (736 mg, 1.51 mmol) and thymine (381 mg, 3.03 mmol) in anhydrous acetonitrile (14.5 cm3) was added N,O-bis(trimethylsilyl)-acetamide (2.61 cm3, 10.6 mmol). The reaction mixture was stirred at reflux for 1 h, then cooled to 0° C. Trimethylsilyl triflate (0.47 cm3, 2.56 mmol) was added dropwise under stirring and the solution was stirred at 65° C. for 2 h. The reaction was quenched with a cold saturated aqueous solution of sodium hydrogen carbonate ...